Dataset: the Open Reaction Database (ORD), a public repository of structured organic reaction records. Task: describe an organic reaction: reactants, conditions, products, and yield Starting materials: NC(=O)CBr, CCO, Nc1cccc(F)c1. Product: NC(=O)CNc1cccc(F)c1. RXN SMILES: [Br:9][CH2:10][C:11](=[O:12])[NH2:13].[CH3:14][CH2:15][OH:16].[NH2:1][c:2]1[cH:3][cH:4][cH:5][c:6]([F:7])[cH:8]1>>[NH:1]([c:2]1[cH:3][cH:4][cH:5][c:6]([F:7])[cH:8]1)[CH2:10][C:11](=[O:12])[NH2:13]. Starting materials: C1(=CC=CC=C1)S(=O)(=O)N (benzenesulfonamide), C1(=NNCCCCCCCC1)C1=CCCCCCCCCC1 (diazabicycloundecene), Cl (hydrochloric acid), N,N′-carbonyldiimidazole, C(C1=CC=CC=C1)C1=NC2=C(N1CC1=C(C=C(C=C1)Cl)Cl)C=C(C=C2)C(=O)O (2-benzyl-6-carboxy-1-(2,4-dichlorobenzyl)benzimidazole). The solvent is CN(C=O)C (N,N-dimethylformamide), CN(C=O)C (N,N-dimethylformamide). Reaction conditions: time 1 hour. The product is C1(=CC=CC=C1)S(=O)(=O)NC(=O)C=1C=CC2=C(N(C(=N2)CC2=CC=CC=C2)CC2=C(C=C(C=C2)Cl)Cl)C1 (6-benzenesulfonylcarbamoyl-2-benzyl-1-(2,4-dichlorobenzyl)benzimidazole). The yield is 73.5%. RXN SMILES: [CH2:1]([C:8]1[N:12]([CH2:13][C:14]2[CH:19]=[CH:18][C:17]([Cl:20])=[CH:16][C:15]=2[Cl:21])[C:11]2[CH:22]=[C:23]([C:26](O)=[O:27])[CH:24]=[CH:25][C:10]=2[N:9]=1)[C:2]1[CH:7]=[CH:6][CH:5]=[CH:4][CH:3]=1.[C:29]1([S:35]([NH2:38])(=[O:37])=[O:36])[CH:34]=[CH:33][CH:32]=[CH:31][CH:30]=1.C1(C2CCCCCCCCCC=2)CCCCCCCCNN=1.Cl>CN(C)C=O>[C:29]1([S:35]([NH:38][C:26]([C:23]2[CH:24]=[CH:25][C:10]3[N:9]=[C:8]([CH2:1][C:2]4[CH:7]=[CH:6][CH:5]=[CH:4][CH:3]=4)[N:12]([CH2:13][C:14]4[CH:19]=[CH:18][C:17]([Cl:20])=[CH:16][C:15]=4[Cl:21])[C:11]=3[CH:22]=2)=[O:27])(=[O:37])=[O:36])[CH:34]=[CH:33][CH:32]=[CH:31][CH:30]=1. Procedure details: N,N′-carbonyldiimidazole (0.248 g) was added at a time to a solution of 0.315 g of 2-benzyl-6-carboxy-1-(2,4-dichlorobenzyl)benzimidazole in 5 ml of N,N-dimethylformamide, and the mixture was stirred at room temperature for 1 hour. Subsequently, a solution of 0.240 g of benzenesulfonamide and 0.233 g of diazabicycloundecene in 4 ml of N,N-dimethylformamide was added thereto, and the mixture was stirred at 100° C. for 62 hours. The reaction solution was cooled, and the solvent was distilled off u... Reactants: FC(C(=O)O)(F)F.C(C)S(=O)(=O)N1CCC(CC1)C1=CNC2=C(C=C(C=C12)C1=CC(=CC(=C1)CNC)F)C(=O)N (3-[1-(ethylsulfonyl)-4-piperidinyl]-5-{3-fluoro-5-[(methylamino)methyl]phenyl}-1H-indole-7-carboxamide trifluoroacetate), C1CCOC1 (THF), CN (methanamine). The product is FC(C(=O)O)(F)F.C(C)NCC=1C=C(C=C(C1)F)C=1C=C2C(=CNC2=C(C1)C(=O)N)C1CCN(CC1)S(=O)(=O)CC (5-{3-[(ethylamino)methyl]-5-fluorophenyl}-3-[1-(ethylsulfonyl)-4-piperidinyl]-1H-indole-7-carboxamide trifluoroacetate). Isolated yield 15.5%. Reaction SMILES: [F:1][C:2]([F:7])([F:6])[C:3]([OH:5])=[O:4].[CH2:8]([S:10]([N:13]1[CH2:18][CH2:17][CH:16]([C:19]2[C:27]3[C:22](=[C:23]([C:38]([NH2:40])=[O:39])[CH:24]=[C:25]([C:28]4[CH:33]=[C:32]([CH2:34][NH:35][CH3:36])[CH:31]=[C:30]([F:37])[CH:29]=4)[CH:26]=3)[NH:21][CH:20]=2)[CH2:15][CH2:14]1)(=[O:12])=[O:11])[CH3:9].[CH2:41]1COCC1.CN>>[F:1][C:2]([F:7])([F:6])[C:3]([OH:5])=[O:4].[CH2:36]([NH:35][CH2:34][C:32]1[CH:33]=[C:28]([C:25]2[CH:26]=[C:27]3[C:22](=[C:23]([C:38]([NH2:40])=[O:39])[CH:24]=2)[NH:21][CH:20]=[C:19]3[CH:16]2[CH2:17][CH2:18][N:13]([S:10]([CH2:8][CH3:9])(=[O:11])=[O:12])[CH2:14][CH2:15]2)[CH:29]=[C:30]([F:37])[CH:31]=1)[CH3:41] |f:0.1,4.5|. Reported procedure: The title compound was prepared according to the general procedure of 3-[1-(ethylsulfonyl)-4-piperidinyl]-5-{3-fluoro-5-[(methylamino)methyl]phenyl}-1H-indole-7-carboxamide trifluoroacetate, substituting 2 M ethanamine in THF (210 ul, 0.42 mmol) for methanamine to afford 6.5 mg of the title compound (15.5%). The yield is 72.3%. Reported procedure: A mixture of 4-nitrophthalic anhydride (10.0 g, 51.78 mmol) and IPA (180 mL) was stirred by a mechanical stirrer. Anhydrous hydrazine (2.77 mL, 56.96 mmol) was added dropwise and the reaction heated to 85° C. for 5 h. The reaction was cooled then acidified to pH 3 with conc. HCl. The solids were filtered and washed with IPA to afford the desired compound (7.76 g, 72%) as a pale yellow solid. Yields the product OC1=NN=C(C2=CC(=CC=C12)[N+](=O)[O-])O (1,4-Dihydroxy-6-nitro-phthalazine). Reaction conditions: temperature 85 celsius. As a reaction SMILES: [N+:1]([C:4]1[CH:5]=[C:6]2[C:11](=O)[O:10][C:8](=[O:9])[C:7]2=[CH:13][CH:14]=1)([O-:3])=[O:2].[NH2:15][NH2:16].Cl>CC(O)C>[OH:9][C:8]1[C:7]2[C:6](=[CH:5][C:4]([N+:1]([O-:3])=[O:2])=[CH:14][CH:13]=2)[C:11]([OH:10])=[N:16][N:15]=1. Starting materials: NN (hydrazine), [N+](=O)([O-])C=1C=C2C(C(=O)OC2=O)=CC1 (4-nitrophthalic anhydride), Cl (HCl). The solvent is CC(C)O (IPA).